describe an organic reaction: reactants, conditions, products, and yield From a dataset of the Open Reaction Database (ORD), a public repository of structured organic reaction records. Reactants: C(C)OC(C(CC1=CC=C(C=C1)O)(OC1=CC=CC=C1)C)=O (3-(4-Hydroxyphenyl)-2-methyl-2-phenoxypropionic acid ethyl ester), C(C1=CC=CC=C1)NC1=NC(=CC(=N1)Cl)Cl (benzyl-(4,6-dichloro-pyrimidin-2-yl)-amine), C(=O)([O-])[O-].[Cs+].[Cs+] (Cs2CO3). Solvent: CN(C=O)C (N,N-dimethylformamide). Conditions: temperature 90 celsius, time 5 hour. Yields the product C(C)OC(C(CC1=CC=C(C=C1)OC1=NC(=NC(=C1)Cl)NCC1=CC=CC=C1)(OC1=CC=CC=C1)C)=O (3-[4-(2-Benzylamino-6-chloro-pyrimidin-4-yloxy)-phenyl]-2-methyl-2-phenoxy-propionic acid ethyl ester). As a reaction SMILES: [CH2:1]([O:3][C:4](=[O:22])[C:5]([CH3:21])([O:14][C:15]1[CH:20]=[CH:19][CH:18]=[CH:17][CH:16]=1)[CH2:6][C:7]1[CH:12]=[CH:11][C:10]([OH:13])=[CH:9][CH:8]=1)[CH3:2].[CH2:23]([NH:30][C:31]1[N:36]=[C:35](Cl)[CH:34]=[C:33]([Cl:38])[N:32]=1)[C:24]1[CH:29]=[CH:28][CH:27]=[CH:26][CH:25]=1.C([O-])([O-])=O.[Cs+].[Cs+]>CN(C)C=O>[CH2:1]([O:3][C:4](=[O:22])[C:5]([CH3:21])([O:14][C:15]1[CH:20]=[CH:19][CH:18]=[CH:17][CH:16]=1)[CH2:6][C:7]1[CH:12]=[CH:11][C:10]([O:13][C:35]2[CH:34]=[C:33]([Cl:38])[N:32]=[C:31]([NH:30][CH2:23][C:24]3[CH:25]=[CH:26][CH:27]=[CH:28][CH:29]=3)[N:36]=2)=[CH:9][CH:8]=1)[CH3:2] |f:2.3.4|. Procedure details: 3-(4-Hydroxyphenyl)-2-methyl-2-phenoxypropionic acid ethyl ester (60 mg, 0.2 mmol), benzyl-(4,6-dichloro-pyrimidin-2-yl)-amine (50 mg, 0.2 mmol) and Cs2CO3 (76 mg, 0.22 mmol) were combined in anhydrous N,N-dimethylformamide (DMF) (5 mL) and stirred at 90° C. in dry atmosphere for 5 h. The DMF was removed in vacuo, the residue was purified in silica to provide a white oil. Starting materials: COC(=O)Cl, Oc1ccc(F)cc1Cl, [OH-], O. Yields the product COC(=O)c1ccc(F)cc1Cl. RXN SMILES: [Cl:11][C:12](=[O:13])[O:14][CH3:15].[Cl:1][c:2]1[c:3]([OH:9])[cH:4][cH:5][c:6]([F:8])[cH:7]1.[OH-:10].[OH2:16]>>[Cl:1][c:2]1[c:3]([C:12](=[O:13])[O:14][CH3:15])[cH:4][cH:5][c:6]([F:8])[cH:7]1.